From a dataset of the Open Reaction Database (ORD), a public repository of structured organic reaction records. describe an organic reaction: reactants, conditions, products, and yield Reactants: ClCCC(C)(O)C1=CC=C(C=C1)C1=CC=C(C=C1)F (1-chloro-3-(4'-fluoro-4-biphenylyl)-butan-3-ol), [C-]#N.[Na+] (NaCN). Run in CS(=O)C (dimethylsulfoxide), CS(=O)C (dimethylsulfoxide). Product: C(#N)CCC(C)(O)C1=CC=C(C=C1)C1=CC=C(C=C1)F (1-cyano-3-(4'-fluoro-4-biphenylyl)-butan-3-ol). As a reaction SMILES: Cl[CH2:2][CH2:3][C:4]([C:7]1[CH:12]=[CH:11][C:10]([C:13]2[CH:18]=[CH:17][C:16]([F:19])=[CH:15][CH:14]=2)=[CH:9][CH:8]=1)([OH:6])[CH3:5].[C-:20]#[N:21].[Na+]>CS(C)=O>[C:20]([CH2:2][CH2:3][C:4]([C:7]1[CH:12]=[CH:11][C:10]([C:13]2[CH:18]=[CH:17][C:16]([F:19])=[CH:15][CH:14]=2)=[CH:9][CH:8]=1)([OH:6])[CH3:5])#[N:21] |f:1.2|. Procedure: A solution of 27.9 g. of 1-chloro-3-(4'-fluoro-4-biphenylyl)-butan-3-ol in 60 ml. of dimethylsulfoxide is added, at 80°, to a solution of 7.6 g. of NaCN in 100 ml. of dimethylsulfoxide. The mixture is warmed to 80°-90° for 6 hours, poured onto ice and worked up in the customary manner to give 1-cyano-3-(4'-fluoro-4-biphenylyl)-butan-3-ol, m.p. 118°-120°. The reactants are FC=1C=C(C=CC1OC=1C2=C(N=CN1)C=CN2COC)N (3-Fluoro-4-(5-(methoxymethyl)-5H-pyrrolo[3,2-d]pyrimidin-4-yloxy)benzenamine), C1(=CC=CC=C1)CC(=O)N=C=S (2-phenylacetyl isothiocyanate). Solvent: C1CCOC1 (THF). Conditions: time 3 hour. Product: FC=1C=C(C=CC1OC=1C2=C(N=CN1)C=CN2COC)NC(=S)NC(CC2=CC=CC=C2)=O (N-(3-Fluoro-4-(5-(methoxymethyl)-5H-pyrrolo[3,2-d]pyrimidin-4-yloxy)phenylcarbamothioyl)-2-phenylacetamide). The yield is 31.9%. RXN SMILES: [F:1][C:2]1[CH:3]=[C:4]([NH2:21])[CH:5]=[CH:6][C:7]=1[O:8][C:9]1[C:10]2[N:17]([CH2:18][O:19][CH3:20])[CH:16]=[CH:15][C:11]=2[N:12]=[CH:13][N:14]=1.[C:22]1([CH2:28][C:29]([N:31]=[C:32]=[S:33])=[O:30])[CH:27]=[CH:26][CH:25]=[CH:24][CH:23]=1>C1COCC1>[F:1][C:2]1[CH:3]=[C:4]([NH:21][C:32]([NH:31][C:29](=[O:30])[CH2:28][C:22]2[CH:23]=[CH:24][CH:25]=[CH:26][CH:27]=2)=[S:33])[CH:5]=[CH:6][C:7]=1[O:8][C:9]1[C:10]2[N:17]([CH2:18][O:19][CH3:20])[CH:16]=[CH:15][C:11]=2[N:12]=[CH:13][N:14]=1. Reported procedure: To a suspension of 245 (18 mg, 0.062 mmol) in THF (1 mL) was added 2-phenylacetyl isothiocyanate (12 mg, 0.069 mmol). The reaction mixture was stirred for 3 hours, concentrated under reduced pressure and the residue was purified by flash chromatography, eluent hexane/EtOAc (3:2) followed by recrystallization (MeCN/water), and preparative HPLC (Aquasil C-18, gradiend: 60% MeOH to 95% MeOH in water), to afford title compound 246 (9.2 mg, 33% yield) as a white solid. 1HNMR: (CD3OD) δ (ppm): 8.35(s,... Starting materials: BrC1=CC(=C(N)C=C1)[N+](=O)[O-] (4-bromo-2-nitroaniline), O1CCOCC1 (1,4-Dioxane), CCN(C(C)C)C(C)C (DIPEA), C(C1=CC=CC=C1)S (benzyl mercaptan). The reagents and catalysts are C=1C=CC(=CC1)/C=C/C(=O)/C=C/C2=CC=CC=C2.C=1C=CC(=CC1)/C=C/C(=O)/C=C/C2=CC=CC=C2.C=1C=CC(=CC1)/C=C/C(=O)/C=C/C2=CC=CC=C2.[Pd].[Pd] (tris(dibenzylideneacetone)dipalladium), CC1(C2=C(C(=CC=C2)P(C3=CC=CC=C3)C4=CC=CC=C4)OC5=C(C=CC=C51)P(C6=CC=CC=C6)C7=CC=CC=C7)C (xantphos). The solvent is O (water). Reaction conditions: temperature 80 celsius. The product is C(C1=CC=CC=C1)SC1=CC(=C(N)C=C1)[N+](=O)[O-] (4-(benzylthio)-2-nitroaniline). The yield is 88.2%. As a reaction SMILES: Br[C:2]1[CH:8]=[CH:7][C:5]([NH2:6])=[C:4]([N+:9]([O-:11])=[O:10])[CH:3]=1.O1CCOCC1.CCN(C(C)C)C(C)C.[CH2:27]([SH:34])[C:28]1[CH:33]=[CH:32][CH:31]=[CH:30][CH:29]=1>O.C1C=CC(/C=C/C(/C=C/C2C=CC=CC=2)=O)=CC=1.C1C=CC(/C=C/C(/C=C/C2C=CC=CC=2)=O)=CC=1.C1C=CC(/C=C/C(/C=C/C2C=CC=CC=2)=O)=CC=1.[Pd].[Pd].CC1(C)C2C(=C(P(C3C=CC=CC=3)C3C=CC=CC=3)C=CC=2)OC2C(P(C3C=CC=CC=3)C3C=CC=CC=3)=CC=CC1=2>[CH2:27]([S:34][C:2]1[CH:8]=[CH:7][C:5]([NH2:6])=[C:4]([N+:9]([O-:11])=[O:10])[CH:3]=1)[C:28]1[CH:33]=[CH:32][CH:31]=[CH:30][CH:29]=1 |f:5.6.7.8.9|. Reported procedure: A screw cap vial was charged with 4-bromo-2-nitroaniline (7.00 g, 32.3 mmol), xantphos (0.933 g, 1.613 mmol), tris(dibenzylideneacetone)dipalladium (0) (0.738 g, 0.806 mmol), 1,4-Dioxane (32.3 ml), and DIPEA (11.22 ml, 64.5 mmol). The vial was purged with Argon, sealed and heated to 80° C. for 10 minutes. The reaction was cooled to room temperature and benzyl mercaptan (4.01 ml, 33.9 mmol) was added and the reaction heated at 80° C. for 3 hours. The reaction was cooled to room temperature, dilut... The reactants are NC=1C=C2NC(C(NC2=CC1C(F)(F)F)=O)=O (6-amino-7-trifluoromethyl-2,3(1H,4H)-quinoxalinedione), COC(=O)C1(OC(CC1)OC)OC (2-methoxycarbonyl-2,5-dimethoxytetrahydrofuran). Product: COC(=O)C=1N(C=CC1)C=1C=C2NC(C(NC2=CC1C(F)(F)F)=O)=O (6-(2-Methoxycarbonyl-1-pyrrolyl)-7-trifluoromethyl-2,3(1H,4H)-quinoxalinedione). As a reaction SMILES: [NH2:1][C:2]1[CH:3]=[C:4]2[C:9](=[CH:10][C:11]=1[C:12]([F:15])([F:14])[F:13])[NH:8][C:7](=[O:16])[C:6](=[O:17])[NH:5]2.[CH3:18][O:19][C:20]([C:22]1(OC)[CH2:26][CH2:25][CH:24](OC)O1)=[O:21]>>[CH3:18][O:19][C:20]([C:22]1[N:1]([C:2]2[CH:3]=[C:4]3[C:9](=[CH:10][C:11]=2[C:12]([F:15])([F:14])[F:13])[NH:8][C:7](=[O:16])[C:6](=[O:17])[NH:5]3)[CH:24]=[CH:25][CH:26]=1)=[O:21]. Reported procedure: 51 mmol of 6-amino-7-trifluoromethyl-2,3(1H,4H)-quinoxalinedione were reacted with 51 mmol of 2-methoxycarbonyl-2,5-dimethoxytetrahydrofuran by the method of Example 5d. Reactants: C#CC1=CC=C(C=C1)O (poly(p-hydroxystyrene)), ( 2 ), ( 2 ), C(OC(C)C)(=O)Cl (isopropyl chlorocarbonate). Product: C(C)(C)OC(=O)OC1=CC=C(C=C)C=C1.OC1=CC=C(C=C)C=C1 (p-isopropoxycarbonyloxystyrene p-hydroxystyrene). RXN SMILES: [CH:1]#[C:2][C:3]1[CH:8]=[CH:7][C:6]([OH:9])=[CH:5][CH:4]=1.[C:10](Cl)(=[O:15])[O:11][CH:12]([CH3:14])[CH3:13]>>[CH:12]([O:11][C:10]([O:9][C:6]1[CH:7]=[CH:8][C:3]([CH:2]=[CH2:1])=[CH:4][CH:5]=1)=[O:15])([CH3:14])[CH3:13].[OH:9][C:6]1[CH:7]=[CH:8][C:3]([CH:2]=[CH2:1])=[CH:4][CH:5]=1 |f:2.3|. Procedure details: Using 12.0 g of poly(p-hydroxystyrene) obtained according to (2) of Preparation Example 18 and 4.5 g of isopropyl chlorocarbonate, the procedure of (2) of Preparation Example 6 was carried out to obtain 11.7 g of poly(p-isopropoxycarbonyloxystyrene/p-hydroxystyrene) as white powdery crystals. P-isopropoxycarbonyloxystyrene unit/p-hydroxystyrene unit molar ratio in the polymer≈3:7 (1H NMR). Mw≈9,000; Mw/Mn=1.64 (GPC with polystyrene calibration). Starting materials: C(=O)(OCC)NC=1C(NC(=NC1)NCCCOC1=CC(=CC=C1)CN1CCCCC1)=O (5-carbethoxyamino-2-[3-(3-piperidinomethylphenoxy)propylamino]-4(3H)-pyrimidone), [OH-].[Na+] (NaOH). Solvent: C(C)(=O)O (acetic acid). Reaction conditions: temperature 120 celsius. Product: NC=1C(NC(=NC1)NCCCOC1=CC(=CC=C1)CN1CCCCC1)=O (5-Amino-2-[3-(3-piperidinomethylphenoxy)propylamino]-4(3H)-pyrimidone). The yield is 19.8%. As a reaction SMILES: C([NH:6][C:7]1[C:8](=[O:31])[NH:9][C:10]([NH:13][CH2:14][CH2:15][CH2:16][O:17][C:18]2[CH:23]=[CH:22][CH:21]=[C:20]([CH2:24][N:25]3[CH2:30][CH2:29][CH2:28][CH2:27][CH2:26]3)[CH:19]=2)=[N:11][CH:12]=1)(OCC)=O.[OH-].[Na+]>C(O)(=O)C>[NH2:6][C:7]1[C:8](=[O:31])[NH:9][C:10]([NH:13][CH2:14][CH2:15][CH2:16][O:17][C:18]2[CH:23]=[CH:22][CH:21]=[C:20]([CH2:24][N:25]3[CH2:26][CH2:27][CH2:28][CH2:29][CH2:30]3)[CH:19]=2)=[N:11][CH:12]=1 |f:1.2|. Procedure details: A suspension of 5-carbethoxyamino-2-[3-(3-piperidinomethylphenoxy)propylamino]-4(3H)-pyrimidone (1.70 g; 3.96 mmoles) in 11.3 ml (28.3 meq.) of 10% aqueous NaOH was heated at an oil bath temperature of 120° C. for 20 minutes. The reaction mixture was neutralized with acetic acid and evaporated under reduced pressure. The residue was placed on 250 g of silica gel (230-400 mesh) and chromatographed by flash chromatography using CH2Cl2 /CH3OH/NH4OH (80:20:1) as the eluent. The appropriate fractions...